Dataset: the Open Reaction Database (ORD), a public repository of structured organic reaction records. Task: describe an organic reaction: reactants, conditions, products, and yield Reactants: crude product, C(C)(C)(C)OC(NC1=C(C=C(C=C1)C(F)(F)F)N)=O ((2-amino-4-trifluoromethyl-phenyl)-carbamic acid tert-butyl ester), C(C)(C)(C)OC(CC(=O)C1=CC(=CC=C1)C1=CN=C(N=N1)C)=O (3-[3-(3-methyl-[1,2,4]triazin-6-yl)-phenyl]-3-oxo-propionic acid tert-butyl ester). Yields the product CC=1N=NC(=CN1)C=1C=C(C=CC1)C1=NC2=C(NC(C1)=O)C=C(C=C2)C(F)(F)F (4-[3-(3-Methyl-[1,2,4]triazin-6-yl)-phenyl]-8-trifluoromethyl-1,3-dihydro-benzo[b][1,4]diazepin-2-one), solid. Reaction SMILES: C(OC(=O)[NH:7][C:8]1[CH:13]=[CH:12][C:11]([C:14]([F:17])([F:16])[F:15])=[CH:10][C:9]=1[NH2:18])(C)(C)C.C(O[C:25](=[O:42])[CH2:26][C:27]([C:29]1[CH:34]=[CH:33][CH:32]=[C:31]([C:35]2[N:40]=[N:39][C:38]([CH3:41])=[N:37][CH:36]=2)[CH:30]=1)=O)(C)(C)C>>[CH3:41][C:38]1[N:39]=[N:40][C:35]([C:31]2[CH:30]=[C:29]([C:27]3[CH2:26][C:25](=[O:42])[NH:18][C:9]4[CH:10]=[C:11]([C:14]([F:15])([F:16])[F:17])[CH:12]=[CH:13][C:8]=4[N:7]=3)[CH:34]=[CH:33][CH:32]=2)=[CH:36][N:37]=1. Procedure: The title compound was prepared from (2-amino-4-trifluoromethyl-phenyl)-carbamic acid tert-butyl ester (Example J3) (83 mg, 0.3 mmol) and 3-[3-(3-methyl-[1,2,4]triazin-6-yl)-phenyl]-3-oxo-propionic acid tert-butyl ester (Example K46) (113 mg, 0.36 mmol) according to the general procedure M and subsequent treatment of the crude product according to the general procedure N. Obtained as a light yellow solid (18 mg). Starting materials: CC1(C)OC2C(COC(c3ccccc3)(c3ccccc3)c3ccccc3)=CC(C3CO3)C2O1, CO, N. Product: CC1(C)OC2C(COC(c3ccccc3)(c3ccccc3)c3ccccc3)=CC(C(O)CN)C2O1. RXN SMILES: [CH3:1][C:2]1([CH3:34])[O:3][CH:4]2[CH:5]([O:6]1)[C:7]([CH2:13][O:14][C:15]([c:16]1[cH:17][cH:18][cH:19][cH:20][cH:21]1)([c:22]1[cH:23][cH:24][cH:25][cH:26][cH:27]1)[c:28]1[cH:29][cH:30][cH:31][cH:32][cH:33]1)=[CH:8][CH:9]2[CH:10]1[O:11][CH2:12]1.[CH3:36][OH:37].[NH3:35]>>[CH3:1][C:2]1([CH3:34])[O:3][CH:4]2[CH:5]([O:6]1)[C:7]([CH2:13][O:14][C:15]([c:16]1[cH:17][cH:18][cH:19][cH:20][cH:21]1)([c:22]1[cH:23][cH:24][cH:25][cH:26][cH:27]1)[c:28]1[cH:29][cH:30][cH:31][cH:32][cH:33]1)=[CH:8][CH:9]2[CH:10]([OH:11])[CH2:12][NH2:35]. The reactants are CCN(C(C)C)C(C)C, CC1(c2ncc(CCl)s2)OCCO1, O=[N+]([O-])c1cn[nH]n1, N#N, CN(C)C=O, O. Yields the product CC1(c2ncc(Cn3ncc([N+](=O)[O-])n3)s2)OCCO1. RXN SMILES: [CH:24]([N:25]([CH2:26][CH3:27])[CH:28]([CH3:29])[CH3:30])([CH3:31])[CH3:32].[Cl:3][CH2:4][c:5]1[cH:6][n:7][c:8]([C:10]2([CH3:15])[O:11][CH2:12][CH2:13][O:14]2)[s:9]1.[N+:16](=[O:17])([O-:18])[c:19]1[n:20][nH:21][n:22][cH:23]1.[N:1]#[N:2].[O:33]=[CH:34][N:35]([CH3:36])[CH3:37].[OH2:38]>>[CH2:4]([c:5]1[cH:6][n:7][c:8]([C:10]2([CH3:15])[O:11][CH2:12][CH2:13][O:14]2)[s:9]1)[n:21]1[n:20][c:19]([N+:16](=[O:17])[O-:18])[cH:23][n:22]1.